From a dataset of the Open Reaction Database (ORD), a public repository of structured organic reaction records. describe an organic reaction: reactants, conditions, products, and yield The reactants are O=C([O-])[O-], CNCCO, CC#N, O=[N+]([O-])c1cccnc1Cl, [K+], [K+]. Product: CN(CCO)c1ncccc1[N+](=O)[O-]. As a reaction SMILES: [C:16](=[O:17])([O-:18])[O-:19].[CH3:1][NH:2][CH2:3][CH2:4][OH:5].[CH3:22][C:23]#[N:24].[Cl:6][c:7]1[n:8][cH:9][cH:10][cH:11][c:12]1[N+:13](=[O:14])[O-:15].[K+:20].[K+:21]>>[CH3:1][N:2]([CH2:3][CH2:4][OH:5])[c:7]1[n:8][cH:9][cH:10][cH:11][c:12]1[N+:13](=[O:14])[O-:15].